The task is: describe an organic reaction: reactants, conditions, products, and yield. This data is from the Open Reaction Database (ORD), a public repository of structured organic reaction records. Reported procedure: Example 4 was prepared in an analogous manner to Example 1 using a mixture of Intermediate 3 (0.025 g) and 1-(isocyanatomethyl)-3-methylbenzene (19.1 μl) to give the title compound (0.0382 g). LC-MS (System A): Rt 2.32 mins, Mass Spectrum m/z 422 [MH+]. As a reaction SMILES: [Cl:1][C:2]1[CH:3]=[C:4]([CH:14]=[CH:15][C:16]=1[Cl:17])[CH2:5][N:6]1[CH2:11][CH2:10][O:9][CH:8]([CH2:12][NH2:13])[CH2:7]1.[N:18]([CH2:21][C:22]1[CH:27]=[CH:26][CH:25]=[C:24]([CH3:28])[CH:23]=1)=[C:19]=[O:20]>>[Cl:1][C:2]1[CH:3]=[C:4]([CH:14]=[CH:15][C:16]=1[Cl:17])[CH2:5][N:6]1[CH2:11][CH2:10][O:9][CH:8]([CH2:12][NH:13][C:19]([NH:18][CH2:21][C:22]2[CH:27]=[CH:26][CH:25]=[C:24]([CH3:28])[CH:23]=2)=[O:20])[CH2:7]1. Starting materials: ClC=1C=C(CN2CC(OCC2)CN)C=CC1Cl ([4-(3,4-Dichlorobenzyl)morpholin-2-yl]methylamine), N(=C=O)CC1=CC(=CC=C1)C (1-(isocyanatomethyl)-3-methylbenzene). Yields the product ClC=1C=C(CN2CC(OCC2)CNC(=O)NCC2=CC(=CC=C2)C)C=CC1Cl (N-{[4-(3,4-Dichlorobenzyl)morpholin-2-yl]methyl}-N′-(3-methylbenzyl)urea).